Dataset: the Open Reaction Database (ORD), a public repository of structured organic reaction records. Task: describe an organic reaction: reactants, conditions, products, and yield Starting materials: Cl.C(C)C1(CCN(CCO1)C)C1=CC(=CC=C1)O (7-ethyl-7-(3-hydroxyphenyl)-4-methyl-hexahydro-1,4-oxazepine hydrochloride), C(C)(=O)OC(C)=O (acetic anhydride). The product is C(C)(=O)OC=1C=C(C=CC1)C1(CCN(CCO1)C)CC (7-(3-Acetoxyphenyl)-7-ethyl-4-methyl-hexahydro-1,4-oxazepine). RXN SMILES: Cl.[CH2:2]([C:4]1([C:12]2[CH:17]=[CH:16][CH:15]=[C:14]([OH:18])[CH:13]=2)[O:10][CH2:9][CH2:8][N:7]([CH3:11])[CH2:6][CH2:5]1)[CH3:3].[C:19](OC(=O)C)(=[O:21])[CH3:20]>>[C:19]([O:18][C:14]1[CH:13]=[C:12]([C:4]2([CH2:2][CH3:3])[O:10][CH2:9][CH2:8][N:7]([CH3:11])[CH2:6][CH2:5]2)[CH:17]=[CH:16][CH:15]=1)(=[O:21])[CH3:20] |f:0.1|. Reported procedure: 2.7 g (0.01 mole) of the 7-ethyl-7-(3-hydroxyphenyl)-4-methyl-hexahydro-1,4-oxazepine hydrochloride obtained as described in Example 2 are boiled with 25 ml of acetic anhydride for 3 hours. The excess acetic anhydride is then distilled off under reduced pressure and the residue is recrystallized from an isopropanol/ether mixture.